Dataset: the Open Reaction Database (ORD), a public repository of structured organic reaction records. Task: describe an organic reaction: reactants, conditions, products, and yield Starting materials: FC(C1=CC=C(C=C1)C#CC1=CC=C(C=C1)Br)(F)F (1-(4-trifluoromethylphenyl)-2-(4-bromophenyl)acetylene), [OH-].[Na+] (sodium hydroxide), aqueous solution, [OH-].[Na+] (sodium hydroxide), OO (hydrogen peroxide). The reagents and catalysts are C=1C=CC(=CC1)[P](C=2C=CC=CC2)(C=3C=CC=CC3)[Pd]([P](C=4C=CC=CC4)(C=5C=CC=CC5)C=6C=CC=CC6)([P](C=7C=CC=CC7)(C=8C=CC=CC8)C=9C=CC=CC9)[P](C=1C=CC=CC1)(C=1C=CC=CC1)C=1C=CC=CC1 (tetrakis(triphenylphosphine)palladium). The solvent is O1CCCC1 (tetrahydrofuran), O1CCCC1 (tetrahydrofuran). The product is FC(C1=CC=C(C=C1)C#CC1=CC=C(C=C1)\C=C\CCC)(F)F (1-(4-trifluoromethylphenyl)-2-[4-(1-trans-pentenyl)phenyl]acetylene). Isolated yield 169.7%. As a reaction SMILES: [F:1][C:2]([F:19])([F:18])[C:3]1[CH:8]=[CH:7][C:6]([C:9]#[C:10][C:11]2[CH:16]=[CH:15][C:14](Br)=[CH:13][CH:12]=2)=[CH:5][CH:4]=1.[OH-].[Na+].OO>O1CCCC1.C1C=CC([P]([Pd]([P](C2C=CC=CC=2)(C2C=CC=CC=2)C2C=CC=CC=2)([P](C2C=CC=CC=2)(C2C=CC=CC=2)C2C=CC=CC=2)[P](C2C=CC=CC=2)(C2C=CC=CC=2)C2C=CC=CC=2)(C2C=CC=CC=2)C2C=CC=CC=2)=CC=1>[F:1][C:2]([F:19])([F:18])[C:3]1[CH:8]=[CH:7][C:6]([C:9]#[C:10][C:11]2[CH:16]=[CH:15][C:14](/[CH:2]=[CH:3]/[CH2:4][CH2:5][CH3:6])=[CH:13][CH:12]=2)=[CH:5][CH:4]=1 |f:1.2,^1:32,34,53,72|. Procedure: In a four necked flask equipped with a stirrer, a reflux condenser and a thermometer which had been replaced by a nitrogen atmosphere, 1-(4-trifluoromethylphenyl)-2-(4-bromophenyl)acetylene (3.9 g, 12 mmol), tetrakis(triphenylphosphine)palladium (0.23 g, 0.2 mmol), sodium hydroxide (2.4 g, 60 mmol) and tetrahydrofuran (60 ml) were charged. Then, to the mixture, a solution of E-1-heptenylcatecholborane (20 mmol) in tetrahydrofuran (50 ml) was dropwise added at room temperature, followed by heat r...